From a dataset of the Open Reaction Database (ORD), a public repository of structured organic reaction records. describe an organic reaction: reactants, conditions, products, and yield Reactants: CCc1cc(-c2cncc(C(=O)O)c2)c(C)[nH]c1=O, NCCc1ccc(C(=O)O)cc1. Yields the product CCc1cc(-c2cncc(C(=O)NCCc3ccc(C(=O)O)cc3)c2)c(C)[nH]c1=O. As a reaction SMILES: [CH2:1]([CH3:2])[c:3]1[cH:4][c:5](-[c:11]2[cH:12][n:13][cH:14][c:15]([C:17](=[O:18])[OH:19])[cH:16]2)[c:6]([CH3:10])[nH:7][c:8]1=[O:9].[NH2:20][CH2:21][CH2:22][c:23]1[cH:24][cH:25][c:26]([C:27](=[O:28])[OH:29])[cH:30][cH:31]1>>[CH2:1]([CH3:2])[c:3]1[cH:4][c:5](-[c:11]2[cH:12][n:13][cH:14][c:15]([C:17](=[O:19])[NH:20][CH2:21][CH2:22][c:23]3[cH:24][cH:25][c:26]([C:27](=[O:28])[OH:29])[cH:30][cH:31]3)[cH:16]2)[c:6]([CH3:10])[nH:7][c:8]1=[O:9]. Starting materials: C(C)C1=CC=CC(=N1)N (6-ethyl-pyridin-2-ylamine), C1CC(=O)N(C1=O)I (NIS). Yields the product C(C)C1=C(C=CC(=N1)N)I (6-Ethyl-5-iodo-pyridin-2-ylamine). Reaction SMILES: [CH2:1]([C:3]1[N:8]=[C:7]([NH2:9])[CH:6]=[CH:5][CH:4]=1)[CH3:2].C1C(=O)N([I:17])C(=O)C1>>[CH2:1]([C:3]1[N:8]=[C:7]([NH2:9])[CH:6]=[CH:5][C:4]=1[I:17])[CH3:2]. Procedure: The title compound is synthesized according to general procedure GP1 starting from 10.0 g (83 mmol) 6-ethyl-pyridin-2-ylamine and 18.4 g (83 mmol) NIS. Yield after precipitation from the reaction mixture: 18.0 g (89%). Product: BrC1=C2C=CC(=NC2=CC(=C1[C@@H](CO)O)C)C ((S)-1-(5-bromo-2,7-dimethylquinolin-6-yl)ethane-1,2-diol). Procedure: AD-mix-α (8 g, excess) was added to a mixed solvent of t-butanol and water (35 mL/35 mL) and stirred at room temperature for 5 min, cooled to 0° C. 5-bromo-2,7-dimethyl-6-vinylquinoline (678 mg, 2.6 mmol) was added and stirred at 0° C. for 16 hrs. The mixture was diluted with ethyl acetate, washed with NaHCO3 solution, water and brine, dried over Na2SO4, filtered and concentrated in vacuo. The obtained residue was purified by flash chromatography to provide the desired product. LCMS-ESI+: calc'd... The solvent is C(C)(=O)OCC (ethyl acetate). As a reaction SMILES: CC[C@H]1[C@H]2C[C@H]([C@H](OC3C4C(=CC=CC=4)C(O[C@H](C4C=CN=C5C=4C=C(OC)C=C5)[C@@H]4N5C[C@H](CC)[C@@H](CC5)C4)=NN=3)C3C=CN=C4C=3C=C([O:22]C)C=C4)N(CC2)C1.[C:59]([OH:63])(C)([CH3:61])[CH3:60].O.[Br:65][C:66]1[C:75](C=C)=[C:74](C)[CH:73]=[C:72]2[C:67]=1[CH:68]=[CH:69][C:70]([CH3:79])=[N:71]2>C(OCC)(=O)C>[Br:65][C:66]1[C:60]([C@H:59]([OH:63])[CH2:61][OH:22])=[C:74]([CH3:75])[CH:73]=[C:72]2[C:67]=1[CH:68]=[CH:69][C:70]([CH3:79])=[N:71]2. Conditions: time 5 minute. The reactants are CC[C@@H]1CN2CC[C@@H]1C[C@@H]2[C@@H](C3=C4C=C(C=CC4=NC=C3)OC)OC5=NN=C(C6=CC=CC=C65)O[C@@H]([C@H]7C[C@@H]8CCN7C[C@@H]8CC)C9=C1C=C(C=CC1=NC=C9)OC (AD-mix-α), C(C)(C)(C)O (t-butanol), O (water), BrC1=C2C=CC(=NC2=CC(=C1C=C)C)C (5-bromo-2,7-dimethyl-6-vinylquinoline). Starting materials: CN(C)CCN(C)C (TMEDA), C(CCCCC)Br (n-hexyl bromide), C1(=CC=CC=C1)C(CC1N2CCC(C1)CC2)C2=CC=CC=C2 (2-(2,2-diphenylethyl)-1-azabicyclo[2.2.2]octane), solution, C(CCC)[Li] (butyl lithium). The solvent is C1CCCCC1 (cyclohexane), CCCCCC (hexane). Yields the product C1(=CC=CC=C1)C(CC1N2CCC(C1)CC2)(CCCCCC)C2=CC=CC=C2 (2-(2,2-diphenyloctyl)-1-azabicyclo[2.2.2]octane). RXN SMILES: [C:1]1([CH:7]([C:17]2[CH:22]=[CH:21][CH:20]=[CH:19][CH:18]=2)[CH2:8][CH:9]2[CH2:14][CH:13]3[CH2:15][CH2:16][N:10]2[CH2:11][CH2:12]3)[CH:6]=[CH:5][CH:4]=[CH:3][CH:2]=1.C([Li])CCC.CN(CCN(C)C)C.[CH2:36](Br)[CH2:37][CH2:38][CH2:39][CH2:40][CH3:41]>CCCCCC.C1CCCCC1>[C:17]1([C:7]([C:1]2[CH:2]=[CH:3][CH:4]=[CH:5][CH:6]=2)([CH2:36][CH2:37][CH2:38][CH2:39][CH2:40][CH3:41])[CH2:8][CH:9]2[CH2:14][CH:13]3[CH2:15][CH2:16][N:10]2[CH2:11][CH2:12]3)[CH:18]=[CH:19][CH:20]=[CH:21][CH:22]=1. Procedure: Following the procedure which is described in Example 4, 2.91 parts of 2-(2,2-diphenylethyl)-1-azabicyclo[2.2.2]octane in 40 parts by volume of cyclohexane, 5.1 parts by volume of a 2.17 M solution of butyl lithium in hexane are reacted with 1.5 parts of TMEDA and 1.81 parts of n-hexyl bromide to provide 2-(2,2-diphenyloctyl)-1-azabicyclo[2.2.2]octane. This compound is then treated with 0.730 parts of maleic acid to give 2-(2,2-diphenyloctyl)-1-azabicyclo[2.2.2]octane maleate, melting at about 1... The reactants are FC1=NC(=C(C=C1)[N+](=O)[O-])C (2-fluoro-5-nitro-6-picoline), SCCO (2-mercaptoethanol), [OH-].[K+] (KOH). Run at time 15 minute. Yields the product CC1=C(C=CC(=N1)SCCO)[N+](=O)[O-] (2-(6-methyl-5-nitro-pyridin-2-ylsulfanyl)-ethanol). The yield is 105.6%. RXN SMILES: F[C:2]1[CH:7]=[CH:6][C:5]([N+:8]([O-:10])=[O:9])=[C:4]([CH3:11])[N:3]=1.[SH:12][CH2:13][CH2:14][OH:15].[OH-].[K+]>>[CH3:11][C:4]1[N:3]=[C:2]([S:12][CH2:13][CH2:14][OH:15])[CH:7]=[CH:6][C:5]=1[N+:8]([O-:10])=[O:9] |f:2.3|. Procedure: To a solution of 2-fluoro-5-nitro-6-picoline (5.0 g, 32 mmol) and 2-mercaptoethanol (4.5 ml, 64 mmol), KOH (2 g, 36 mmol) was added at 0° C. The mixture was stirred at the same temperature for 15 minutes. The crude mixture was extracted with AcOEt and brine. Organic phase was dried over MgSO4, filtered, and concentrated to provide the crude 2-(6-methyl-5-nitro-pyridin-2-ylsulfanyl)-ethanol as an oil (7.238 g). 1HNMR (DMSO-d4, 400 MHz) δ 2.75 (s, 3H), 3.30-3.33 (m, 2H), 3.63-3.67 (m, 2H), 4.65-4.... Reactants: CC#N, O=C1Nc2cccnc2N(C(=O)Cl)c2ccccc21, NCCN1CCC(CN2CCCCC2)C1. Yields the product O=C1Nc2cccnc2N(C(=O)NCCN2CCC(CN3CCCCC3)C2)c2ccccc21. Reaction SMILES: [CH3:35][C:36]#[N:37].[Cl:1][C:2](=[O:3])[N:4]1[c:5]2[c:6]([cH:16][cH:17][cH:18][n:19]2)[NH:7][C:8](=[O:15])[c:9]2[c:10]1[cH:11][cH:12][cH:13][cH:14]2.[N:20]1([CH2:26][CH:27]2[CH2:28][N:29]([CH2:32][CH2:33][NH2:34])[CH2:30][CH2:31]2)[CH2:21][CH2:22][CH2:23][CH2:24][CH2:25]1>>[C:2](=[O:3])([N:4]1[c:5]2[c:6]([cH:16][cH:17][cH:18][n:19]2)[NH:7][C:8](=[O:15])[c:9]2[c:10]1[cH:11][cH:12][cH:13][cH:14]2)[NH:34][CH2:33][CH2:32][N:29]1[CH2:28][CH:27]([CH2:26][N:20]2[CH2:21][CH2:22][CH2:23][CH2:24][CH2:25]2)[CH2:31][CH2:30]1.